From a dataset of the Open Reaction Database (ORD), a public repository of structured organic reaction records. describe an organic reaction: reactants, conditions, products, and yield Starting materials: BrC1=CC(=CO1)C=O (5-bromo-3-furaldehyde), dimethylacetal, C(C)(C)(C)[Li] (t-butyl lithium), C[Si](C)(C)Cl (trimethylsilyl chloride). Product: C[Si](C1=CC(=CO1)C=O)(C)C (5-trimethylsilyl-3-furaldehyde). RXN SMILES: Br[C:2]1[O:6][CH:5]=[C:4]([CH:7]=[O:8])[CH:3]=1.C([Li])(C)(C)C.[CH3:14][Si:15](Cl)([CH3:17])[CH3:16]>>[CH3:14][Si:15]([CH3:17])([CH3:16])[C:2]1[O:6][CH:5]=[C:4]([CH:7]=[O:8])[CH:3]=1. Procedure details: According to the above procedure, 3-furaldehyde is brominated to give 5-bromo-3-furaldehyde which is then reacted with a Grignard reagent (R3MgX) and the resulting mixture treated with t-butyl lithium and trimethylsilyl chloride to give 4-[R3 --CH(OH)]-2-trimethylsilylfuran. Alternatively, 5-bromo-3-furaldehyde is converted to the dimethylacetal, then treated with t-butyl lithium and trimethylsilyl chloride to give 5-trimethylsilyl-3-furaldehyde which is reacted with R3MgX or R3Li to give 4-[R3 ... The reactants are CC(C)(C)OC(=O)NCc1ccc(Br)cc1, [Li]CCCC, CCOC(C)=O, CCCCCC, CON(C)C(=O)c1cc(Cl)ccc1N, C1CCOC1, O. Product: CC(C)(C)OC(=O)NCc1ccc(C(=O)c2cc(Cl)ccc2N)cc1. As a reaction SMILES: [C:20]([CH3:21])([CH3:22])([CH3:23])[O:24][C:25](=[O:26])[NH:27][CH2:28][c:29]1[cH:30][cH:31][c:32]([Br:35])[cH:33][cH:34]1.[CH2:36]([Li:37])[CH2:38][CH2:39][CH3:40].[CH2:41]([O:42][C:43](=[O:44])[CH3:45])[CH3:46].[CH3:48][CH2:49][CH2:50][CH2:51][CH2:52][CH3:53].[CH3:6][N:7]([C:8]([c:9]1[c:10]([NH2:16])[cH:11][cH:12][c:13]([Cl:15])[cH:14]1)=[O:17])[O:18][CH3:19].[O:1]1[CH2:2][CH2:3][CH2:4][CH2:5]1.[OH2:47]>>[C:8]([c:9]1[c:10]([NH2:16])[cH:11][cH:12][c:13]([Cl:15])[cH:14]1)(=[O:17])[c:32]1[cH:31][cH:30][c:29]([CH2:28][NH:27][C:25]([O:24][C:20]([CH3:21])([CH3:22])[CH3:23])=[O:26])[cH:34][cH:33]1.